Dataset: the Open Reaction Database (ORD), a public repository of structured organic reaction records. Task: describe an organic reaction: reactants, conditions, products, and yield Isolated yield 82.0%. The reactants are B(F)(F)F.CCOCC (Boron trifluoride etherate), BrC=1C=C2C=CC(=CC2=CC1)C(CO)(CO)[N+](=O)[O-] (2-(6-Bromo-naphthalen-2-yl)-2-nitro-propane-1,3-diol), C(Cl)Cl (methylene chloride), COC(C)(C)OC (2,2-dimethoxypropane). Solvent: CCOC(=O)C.CCCCCC (EtOAc hexane). RXN SMILES: [Br:1][C:2]1[CH:3]=[C:4]2[C:9](=[CH:10][CH:11]=1)[CH:8]=[C:7]([C:12]([N+:17]([O-:19])=[O:18])([CH2:15][OH:16])[CH2:13][OH:14])[CH:6]=[CH:5]2.C(Cl)Cl.CO[C:25](OC)([CH3:27])[CH3:26].B(F)(F)F.CCOCC>CCOC(C)=O.CCCCCC>[Br:1][C:2]1[CH:3]=[C:4]2[C:9](=[CH:10][CH:11]=1)[CH:8]=[C:7]([C:12]1([N+:17]([O-:19])=[O:18])[CH2:15][O:16][C:25]([CH3:27])([CH3:26])[O:14][CH2:13]1)[CH:6]=[CH:5]2 |f:3.4,5.6|. Run at time 15 minute. The product is BrC=1C=C2C=CC(=CC2=CC1)C1(COC(OC1)(C)C)[N+](=O)[O-] (5-(6-bromonaphthalen-2-yl)-2,2-dimethyl-5-nitro-1,3-dioxane). Procedure details: 2-(6-Bromo-naphthalen-2-yl)-2-nitro-propane-1,3-diol (32.6 g, 0.100 mol) was dissolved in methylene chloride (150 mL, 2.3 mol; Acros, anhydrous) and 2,2-dimethoxypropane (180 mL, 1.5 mol; Aldrich), cooled with an ice bath. Boron trifluoride etherate (10.1 mL, 0.0800 mol; Aldrich) was added slowly. The mixture was stirred for 15 min and large amount of solid precipitated. The cooling bath was removed and the mixture was stirred at r.t. for 4 hours. The mixture was quenched with aqueous saturated ... The reactants are ClC=1C=C(C=C(C1)Cl)C1(CC(=NO1)C1=CC(=C(C(=O)O)C=C1)C)C(F)(F)F (4-[5-(3,5-dichloro-phenyl)-5-trifluoromethyl-4,5-dihydro-isoxazol-3-yl]-2-methyl-benzoic acid), S(=O)(Cl)Cl (thionyl chloride), CO (methanol). Run in C1(=CC=CC=C1)C (toluene), CN(C=O)C (dimethylformamide). Reaction conditions: temperature 50 celsius, time 2 hour. Yields the product COC(C1=C(C=C(C=C1)C1=NOC(C1)(C(F)(F)F)C1=CC(=CC(=C1)Cl)Cl)C)=O (4-[5-(3,5-dichloro-phenyl)-5-trifluoromethyl-4,5-dihydro-isoxazol-3-yl]-2-methyl-benzoic acid methyl ester). Reaction SMILES: [Cl:1][C:2]1[CH:3]=[C:4]([C:9]2([C:24]([F:27])([F:26])[F:25])[O:13][N:12]=[C:11]([C:14]3[CH:22]=[CH:21][C:17]([C:18]([OH:20])=[O:19])=[C:16]([CH3:23])[CH:15]=3)[CH2:10]2)[CH:5]=[C:6]([Cl:8])[CH:7]=1.S(Cl)(Cl)=O.[CH3:32]O>C1(C)C=CC=CC=1.CN(C)C=O>[CH3:32][O:19][C:18](=[O:20])[C:17]1[CH:21]=[CH:22][C:14]([C:11]2[CH2:10][C:9]([C:4]3[CH:5]=[C:6]([Cl:8])[CH:7]=[C:2]([Cl:1])[CH:3]=3)([C:24]([F:25])([F:27])[F:26])[O:13][N:12]=2)=[CH:15][C:16]=1[CH3:23]. Procedure details: To a suspension 4-[5-(3,5-dichloro-phenyl)-5-trifluoromethyl-4,5-dihydro-isoxazol-3-yl]-2-methyl-benzoic acid (Example I5) (10 g) in toluene (150 ml) and dimethylformamide (0.1 ml) at ambient temperature was added dropwise thionyl chloride (3.5 ml). The reaction mixture was stirred at 50° C. for 2 hours. The solution was then cooled to 0° C. and methanol (2 ml) added slowly. The reaction mixture was stirred at ambient temperature for 1 hour. The reaction mixture was concentrated and aqueous sodi... Starting materials: ClC1=NC=C(C(=N1)Cl)Cl (2,4,5-trichloropyrimidine), [OH-].[Na+] (NaOH). Run in C1CCOC1 (THF). Run at temperature 0 celsius. Product: ClC1=NC=C(C(=N1)O)Cl (2,5-dichloropyrimidin-4-ol). The yield is 93.9%. Reaction SMILES: [Cl:1][C:2]1[N:7]=[C:6](Cl)[C:5]([Cl:9])=[CH:4][N:3]=1.[OH-:10].[Na+]>C1COCC1>[Cl:1][C:2]1[N:7]=[C:6]([OH:10])[C:5]([Cl:9])=[CH:4][N:3]=1 |f:1.2|. Procedure details: 2,4,5-trichloropyrimidine (16.7 g, 91.0 mmol) was added to a tared, sealed flask and weighed. The oil was dissolved in 54 mL THF and cooled to 0° C. 1M aqueous NaOH solution (182 mL, 182 mmol) was added dropwise via an addition funnel, keeping the reaction at 0° C. This was allowed to warm to room temperature and concentrated to remove THF. Additional water was added to maintain dissolution. The pH was adjusted to 6 with a small quantity of HCl, and the aqueous was washed 3 times with ethyl acet... Reactants: CS(=O)(=O)OCC1N(CCC1)C(=O)OC(C)(C)C (tert-butyl 2-((methylsulfonyloxy)methyl)pyrrolidine-1-carboxylate), C(CC)N (propan-1-amine). Run in C1(=CC=CC=C1)C (toluene). Product: C(CC)NCC1N(CCC1)C(=O)OC(C)(C)C (tert-butyl 2-((propylamino)methyl)pyrrolidine-1-carboxylate). RXN SMILES: CS(O[CH2:6][CH:7]1[CH2:11][CH2:10][CH2:9][N:8]1[C:12]([O:14][C:15]([CH3:18])([CH3:17])[CH3:16])=[O:13])(=O)=O.[CH2:19]([NH2:22])[CH2:20][CH3:21]>C1(C)C=CC=CC=1>[CH2:19]([NH:22][CH2:6][CH:7]1[CH2:11][CH2:10][CH2:9][N:8]1[C:12]([O:14][C:15]([CH3:18])([CH3:17])[CH3:16])=[O:13])[CH2:20][CH3:21]. Procedure details: A solution of tert-butyl 2-((methylsulfonyloxy)methyl)pyrrolidine-1-carboxylate (5.0 g, 18 mmol) and propan-1-amine (20.0 g, 339 mmol) in toluene (50 mL) was heated at 100° C. overnight. The reaction mixture was cooled to room temperature and concentrated under reduced pressure to afford the crude tert-butyl 2-((propylamino)methyl)pyrrolidine-1-carboxylate that was used directly without further purification. LCMS ESI (+) m/z 243 (M+1) detected. Reactants: [BH4-].[Na+] (sodium borohydride), O1C(C1)C1=CC=CC=C1 (1,2-epoxyethyl benzene), diethylene, S(O)(O)(=O)=O (sulfuric acid). The solvent is C=1(C(=CC=CC1)C)C (xylene). Product: C1(=CC=CC=C1)CCO (phenylethyl alcohol). RXN SMILES: [BH4-].[Na+].[O:3]1[CH2:5][CH:4]1[C:6]1[CH:11]=[CH:10][CH:9]=[CH:8][CH:7]=1.S(=O)(=O)(O)O>C1(C)C(C)=CC=CC=1>[C:6]1([CH2:4][CH2:5][OH:3])[CH:11]=[CH:10][CH:9]=[CH:8][CH:7]=1 |f:0.1|. Procedure details: 8.9 g (0.066 mole) of diethylene glycole monoethyl ether was added dropwise to a mixture consisting of 1.3 g (0.034 mole) of sodium borohydride, 10 ml of xylene and 5 g (0.042 mole) of 1,2-epoxyethyl benzene at 90° C. over 1.5 hours while agitating the mixture. Subsequently, the mixture was agitated at the same temperature for 1.5 hours. After cooling to room temperature, the mixture was neutralized with dilute sulfuric acid. As a result, phenylethyl alcohol was quantitatively obtained. Starting materials: CCOC(=O)C(C)N1CCC(NC(=O)c2ccc(Cl)s2)C1, Nc1ccc(-n2ccccc2=O)cc1F. The product is CC(C(=O)Nc1ccc(-n2ccccc2=O)cc1F)N1CCC(NC(=O)c2ccc(Cl)s2)C1. Reaction SMILES: [CH2:1]([O:2][C:4]([CH:5]([CH3:6])[N:7]1[CH2:8][CH:9]([NH:12][C:13](=[O:14])[c:15]2[s:16][c:17]([Cl:20])[cH:18][cH:19]2)[CH2:10][CH2:11]1)=[O:21])[CH3:3].[NH2:22][c:23]1[c:24]([F:36])[cH:25][c:26](-[n:29]2[c:30](=[O:35])[cH:31][cH:32][cH:33][cH:34]2)[cH:27][cH:28]1>>[C:4]([CH:5]([CH3:6])[N:7]1[CH2:8][CH:9]([NH:12][C:13](=[O:14])[c:15]2[s:16][c:17]([Cl:20])[cH:18][cH:19]2)[CH2:10][CH2:11]1)(=[O:21])[NH:22][c:23]1[c:24]([F:36])[cH:25][c:26](-[n:29]2[c:30](=[O:35])[cH:31][cH:32][cH:33][cH:34]2)[cH:27][cH:28]1. Reactants: Nc1ncc(I)c2scc(Br)c12, C=CC#N, CN(C)C=O, [Na+], [Na+], O=C([O-])[O-], CC(=O)[O-], CC(=O)[O-], [Pd+2], c1ccc(P(c2ccccc2)c2ccccc2)cc1. The product is N#CC=Cc1cnc(N)c2c(Br)csc12. As a reaction SMILES: [Br:1][c:2]1[cH:3][s:4][c:5]2[c:6]1[c:7]([NH2:12])[n:8][cH:9][c:10]2[I:11].[CH2:38]=[CH:39][C:40]#[N:41].[CH3:42][N:43]([CH3:44])[CH:45]=[O:46].[Na+:32].[Na+:33].[O-:34][C:35](=[O:36])[O-:37].[O-:48][C:49]([CH3:50])=[O:51].[O-:52][C:53]([CH3:54])=[O:55].[Pd+2:47].[c:13]1([P:14]([c:15]2[cH:16][cH:17][cH:18][cH:19][cH:20]2)[c:21]2[cH:22][cH:23][cH:24][cH:25][cH:26]2)[cH:27][cH:28][cH:29][cH:30][cH:31]1>>[Br:1][c:2]1[cH:3][s:4][c:5]2[c:6]1[c:7]([NH2:12])[n:8][cH:9][c:10]2[CH:38]=[CH:39][C:40]#[N:41]. The reactants are CN(C)C=O, CI, COc1cc2ncnc(Oc3ccc(NC(=O)OC4CCCCC4)c(Cl)c3)c2cc1OC, [H-], [Na+], O. Yields the product COc1cc2ncnc(Oc3ccc(N(C)C(=O)OC4CCCCC4)c(Cl)c3)c2cc1OC. Reaction SMILES: [CH3:1][N:2]([CH3:3])[CH:4]=[O:5].[CH3:40][I:41].[Cl:8][c:9]1[c:10]([NH:30][C:31]([O:32][CH:33]2[CH2:34][CH2:35][CH2:36][CH2:37][CH2:38]2)=[O:39])[cH:11][cH:12][c:13]([O:15][c:16]2[n:17][cH:18][n:19][c:20]3[cH:21][c:22]([O:28][CH3:29])[c:23]([O:26][CH3:27])[cH:24][c:25]23)[cH:14]1.[H-:6].[Na+:7].[OH2:42]>>[CH3:1][N:30]([c:10]1[c:9]([Cl:8])[cH:14][c:13]([O:15][c:16]2[n:17][cH:18][n:19][c:20]3[cH:21][c:22]([O:28][CH3:29])[c:23]([O:26][CH3:27])[cH:24][c:25]23)[cH:12][cH:11]1)[C:31]([O:32][CH:33]1[CH2:34][CH2:35][CH2:36][CH2:37][CH2:38]1)=[O:39]. Reactants: CN, CC(C)(c1ccccc1)c1ccc(C=O)cc1, CO. The product is CNCc1ccc(C(C)(C)c2ccccc2)cc1. As a reaction SMILES: [CH3:18][NH2:19].[CH3:1][C:2]([CH3:3])([c:4]1[cH:5][cH:6][cH:7][cH:8][cH:9]1)[c:10]1[cH:11][cH:12][c:13]([CH:14]=[O:15])[cH:16][cH:17]1.[CH3:20][OH:21]>>[CH3:1][C:2]([CH3:3])([c:4]1[cH:5][cH:6][cH:7][cH:8][cH:9]1)[c:10]1[cH:11][cH:12][c:13]([CH2:14][NH:19][CH3:18])[cH:16][cH:17]1.